From a dataset of the Open Reaction Database (ORD), a public repository of structured organic reaction records. describe an organic reaction: reactants, conditions, products, and yield Starting materials: C(C)(C)N(C(C)C)CC1=CN=C(O1)C=1N=CN2C1CN(C(C1=C2C=CC(=C1)F)=O)C (3-(5-diisopropylaminomethyl-oxazol-2-yl)-8-fluoro-5-methyl-5,6-dihydro-4H-imidazo[1,5-a][1,4]benzodiazepin-6-one), Cl (hydrochloric acid). The solvent is C(C)(=O)OCC (ethyl acetate). Run at time 0.5 hour. The product is Cl.C(C)(C)N(C(C)C)CC1=CN=C(O1)C=1N=CN2C1CN(C(C1=C2C=CC(=C1)F)=O)C (3-(5-diisopropylaminomethyl-oxazol-2-yl)-8-fluoro-5-methyl-5,6-dihydro-4H-imidazo[1,5-a][1,4]benzodiazepin-6-one hydrochloride). Isolated yield 91.5%. Reaction SMILES: [CH:1]([N:4]([CH2:8][C:9]1[O:13][C:12]([C:14]2[N:15]=[CH:16][N:17]3[C:23]4[CH:24]=[CH:25][C:26]([F:28])=[CH:27][C:22]=4[C:21](=[O:29])[N:20]([CH3:30])[CH2:19][C:18]=23)=[N:11][CH:10]=1)[CH:5]([CH3:7])[CH3:6])([CH3:3])[CH3:2].[ClH:31]>C(OCC)(=O)C>[ClH:31].[CH:5]([N:4]([CH2:8][C:9]1[O:13][C:12]([C:14]2[N:15]=[CH:16][N:17]3[C:23]4[CH:24]=[CH:25][C:26]([F:28])=[CH:27][C:22]=4[C:21](=[O:29])[N:20]([CH3:30])[CH2:19][C:18]=23)=[N:11][CH:10]=1)[CH:1]([CH3:3])[CH3:2])([CH3:6])[CH3:7] |f:3.4|. Reported procedure: 0.82 g (0.0020 mol) of 3-(5-diisopropylaminomethyl-oxazol-2-yl)-8-fluoro-5-methyl-5,6-dihydro-4H-imidazo[1,5-a][1,4]benzodiazepin-6-one in 50 ml of ethyl acetate was treated with 0.57 ml (0.0021 mol) of 3.7N ethanolic hydrochloric acid. After stirring at 0° for 1/2 hr. the white suspension was suction filtered. There was obtained 0.82 g (91%) of 3-(5-diisopropylaminomethyl-oxazol-2-yl)-8-fluoro-5-methyl-5,6-dihydro-4H-imidazo[1,5-a][1,4]benzodiazepin-6-one hydrochloride (1:1) as whitish crystals... Starting materials: BrCC1=C(C=CC(=C1)Cl)N=C=O (2-bromomethyl-4-chlorophenylisocyanate), CNC (dimethylamine). Reported procedure: 2 g (0.008 M) of 2-bromomethyl-4-chlorophenylisocyanate is dissolved in 50 ml. of toluene. To the solution in a reaction vessel, is slowly added 0.36 g (0.008 M) of dimethylamine in 20 ml of toluene with stirring; maintaining the temperature of from 35° to 40° (over a period of about 6 hours) resulting in the separation of the crude title product as the hydrobromide acid addition salt, which may be recovered and refined by washing with diethyl ether m.p. 183°-186°. Solvent: C1(=CC=CC=C1)C (toluene), C1(=CC=CC=C1)C (toluene). Reaction SMILES: [Br:1][CH2:2][C:3]1[CH:8]=[C:7]([Cl:9])[CH:6]=[CH:5][C:4]=1[N:10]=[C:11]=[O:12].[CH3:13][NH:14][CH3:15]>C1(C)C=CC=CC=1>[BrH:1].[Cl:9][C:7]1[CH:6]=[CH:5][C:4]2[N:10]=[C:11]([N:14]([CH3:15])[CH3:13])[O:12][CH2:2][C:3]=2[CH:8]=1 |f:3.4|. Product: Br.ClC=1C=CC2=C(COC(=N2)N(C)C)C1 (6-chloro-2-dimethylamino-4H-3,1-benzoxazine hydrobromide). Reactants: O=C(O)c1ccnc(Cl)c1, Cc1ccc(N)cc1I, CN(C)C=O. The product is Cc1ccc(NC(=O)c2ccnc(Cl)c2)cc1I. Reaction SMILES: [Cl:1][c:2]1[cH:3][c:4]([C:5](=[O:6])[OH:7])[cH:8][cH:9][n:10]1.[I:11][c:12]1[cH:13][c:14]([NH2:15])[cH:16][cH:17][c:18]1[CH3:19].[O:20]=[CH:21][N:22]([CH3:23])[CH3:24]>>[Cl:1][c:2]1[cH:3][c:4]([C:5](=[O:7])[NH:15][c:14]2[cH:13][c:12]([I:11])[c:18]([CH3:19])[cH:17][cH:16]2)[cH:8][cH:9][n:10]1. Starting materials: C1=CC=C(C=C1)[C@@H](C(=O)N)N (L-Phenylglycine amide), C1COS(=O)(=O)C1 (1,3-propanesultone). The solvent is O1CCCC1 (tetrahydrofuran), O1CCOCC1 (1,4-dioxane). The product is NC([C@H](C1=CC=CC=C1)NCCCS(=O)(=O)O)=O (3-{[(1S)-2-amino-2-oxo-1-phenylethyl]amino}-1-propanesulfonic acid). Yield: 48.7%. As a reaction SMILES: [CH:1]1[CH:6]=[CH:5][C:4]([C@H:7]([NH2:11])[C:8]([NH2:10])=[O:9])=[CH:3][CH:2]=1.[CH2:12]1[CH2:18][S:15](=[O:17])(=[O:16])[O:14][CH2:13]1>O1CCCC1.O1CCOCC1>[NH2:10][C:8](=[O:9])[C@@H:7]([NH:11][CH2:13][CH2:12][CH2:18][S:15]([OH:17])(=[O:16])=[O:14])[C:4]1[CH:3]=[CH:2][CH:1]=[CH:6][CH:5]=1. Reported procedure: To a solution of L-Phenylglycine amide (670 mg, 5.9 mmol) in tetrahydrofuran (10 mL) and 1,4-dioxane (4 mL) was added 1,3-propanesultone (674 mg, 5.6 mmol). The solution stirred at reflux for 2 hours. The reaction was cooled to room temperature. The solid was collected by filtration and washed with acetone (2×20 mL). The solid was dissolved in 50% water/EtOH mL). Dowex Marathon C ion exchange resin (strongly acidic) was added to the solution. The suspension was stirred for 15 minutes before the ... Starting materials: O=C(O)c1cnn2c(C(F)(F)F)cc(-c3ccc(C(F)(F)F)cc3)nc12, CC(C)(CO)NS(=O)(=O)c1cnc(N)s1. Product: CC(C)(CO)NS(=O)(=O)c1cnc(NC(=O)c2cnn3c(C(F)(F)F)cc(-c4ccc(C(F)(F)F)cc4)nc23)s1. RXN SMILES: [F:1][C:2]([c:3]1[cH:4][c:5](-[c:15]2[cH:16][cH:17][c:18]([C:21]([F:22])([F:23])[F:24])[cH:19][cH:20]2)[n:6][c:7]2[n:8]1[n:9][cH:10][c:11]2[C:12](=[O:13])[OH:14])([F:25])[F:26].[OH:27][CH2:28][C:29]([CH3:30])([CH3:31])[NH:32][S:33](=[O:34])(=[O:35])[c:36]1[cH:37][n:38][c:39]([NH2:41])[s:40]1>>[F:1][C:2]([c:3]1[cH:4][c:5](-[c:15]2[cH:16][cH:17][c:18]([C:21]([F:22])([F:23])[F:24])[cH:19][cH:20]2)[n:6][c:7]2[n:8]1[n:9][cH:10][c:11]2[C:12](=[O:13])[NH:41][c:39]1[n:38][cH:37][c:36]([S:33]([NH:32][C:29]([CH2:28][OH:27])([CH3:30])[CH3:31])(=[O:34])=[O:35])[s:40]1)([F:25])[F:26].